From a dataset of the Open Reaction Database (ORD), a public repository of structured organic reaction records. describe an organic reaction: reactants, conditions, products, and yield The reactants are FC1=CC=C(C=O)C=C1 (4-fluorobenzaldehyde), C1(=CC=CC=C1)C(C(=O)C)C1=CC=CC=C1 (1,1-diphenylacetone), CC[O-].[Na+] (EtONa). The solvent is CCO (EtOH), CCO (EtOH). Run at time 22 hour. The product is FC1=CC=C(C=C1)C=CC(C(C1=CC=CC=C1)C1=CC=CC=C1)=O (4-(4-Fluorophenyl)-1,1-diphenyl-3-buten-2-one), solid. Yield: 77.0%. As a reaction SMILES: [F:1][C:2]1[CH:9]=[CH:8][C:5]([CH:6]=O)=[CH:4][CH:3]=1.[C:10]1([CH:16]([C:20]2[CH:25]=[CH:24][CH:23]=[CH:22][CH:21]=2)[C:17]([CH3:19])=[O:18])[CH:15]=[CH:14][CH:13]=[CH:12][CH:11]=1.CC[O-].[Na+]>CCO>[F:1][C:2]1[CH:9]=[CH:8][C:5]([CH:6]=[CH:19][C:17](=[O:18])[CH:16]([C:10]2[CH:15]=[CH:14][CH:13]=[CH:12][CH:11]=2)[C:20]2[CH:25]=[CH:24][CH:23]=[CH:22][CH:21]=2)=[CH:4][CH:3]=1 |f:2.3|. Procedure: A mixture of 4-fluorobenzaldehyde (3.54 gm, 28.5 mmol) and 1,1-diphenylacetone (5.000 gm, 23.8 mmol) in absolute EtOH (50 ml) was treated with a solution of EtONa in EtOH (21% solution, 900 μl, 2.4 mmol). After stirring at room temperature for 22 hours, the mixture was concentrated to 35 ml and the solution was treated with HOAc (200 mg). The solution was cooled to 0° C. and the precipitate that had formed was collected by filtration and washed with cold EtOH. The title compound was obtained as ... Reactants: O=C1C(CN(C2=C(N1)C=C(C=C2)C)C(=O)C2CCCCC2)NC(=O)OC(C)(C)C (2-Oxo-3-tert-butoxycarbonylamino-5-cyclohexylcarbonyl-8-methyl-1,3,4,5-tetrahydro-2H-1,5-benzodiazepine), Cl (hydrochloric acid), BrCC(=O)C1=C(C=CC=C1)C (2-bromo-2′-methylacetophenone), [OH-].[Na+] (sodium hydroxide). Reagents/catalysts: [Br-].C(CCC)[N+](CCCC)(CCCC)CCCC (tetra n-butylammonium bromide). The solvent is C1(=CC=CC=C1)C (toluene). Run at time 2 hour. The product is C=1(C(=CC=CC1)C(=O)CN1C(C(CN(C2=C1C=C(C=C2)C)C(=O)C2CCCCC2)NC(=O)OC(C)(C)C)=O)C (1-(2-toluoylmethyl)-2-oxo-3-tert-butoxycarbonylamino-5-cyclohexylcarbonyl-8-methyl-1,3,4,5-tetrahydro-2H-1,5-benzodiazepine). The yield is 80.9%. RXN SMILES: [O:1]=[C:2]1[NH:8][C:7]2[CH:9]=[C:10]([CH3:13])[CH:11]=[CH:12][C:6]=2[N:5]([C:14]([CH:16]2[CH2:21][CH2:20][CH2:19][CH2:18][CH2:17]2)=[O:15])[CH2:4][CH:3]1[NH:22][C:23]([O:25][C:26]([CH3:29])([CH3:28])[CH3:27])=[O:24].Br[CH2:31][C:32]([C:34]1[CH:39]=[CH:38][CH:37]=[CH:36][C:35]=1[CH3:40])=[O:33].[OH-].[Na+].Cl>C1(C)C=CC=CC=1.[Br-].C([N+](CCCC)(CCCC)CCCC)CCC>[C:35]1([CH3:40])[C:34]([C:32]([CH2:31][N:8]2[C:7]3[CH:9]=[C:10]([CH3:13])[CH:11]=[CH:12][C:6]=3[N:5]([C:14]([CH:16]3[CH2:21][CH2:20][CH2:19][CH2:18][CH2:17]3)=[O:15])[CH2:4][CH:3]([NH:22][C:23]([O:25][C:26]([CH3:29])([CH3:28])[CH3:27])=[O:24])[C:2]2=[O:1])=[O:33])=[CH:39][CH:38]=[CH:37][CH:36]=1 |f:2.3,6.7|. Procedure details: 2-Oxo-3-tert-butoxycarbonylamino-5-cyclohexylcarbonyl-8-methyl-1,3,4,5-tetrahydro-2H-1,5-benzodiazepine (2.00 g) was suspended in toluene (28 ml), 2-bromo-2′-methylacetophenone (1.28 g), 1N aqueous sodium hydroxide (14 ml) and tetra n-butylammonium bromide (20 mg) were added, and the mixture was stirred for 2 hours at room temperature. The reaction mixture was acidified with 1N hydrochloric acid, extracted with ethyl acetate. The organic layer was successively washed with saturated aqueous sodiu... Reactants: CC1CN(c2ccc(F)cc2C(F)(F)F)CCN1S(=O)(=O)c1ccc(Br)c2ccccc12, CN1CCN(C(=O)OC(C)(C)C)CC1, CC(C)(C)[O-], Cc1ccccc1, ClCCl, [Na+]. Product: CC1CN(c2ccc(F)cc2C(F)(F)F)CCN1S(=O)(=O)c1ccc(N2CCN(C(=O)OC(C)(C)C)CC2)c2ccccc12. Reaction SMILES: [Br:1][c:2]1[cH:3][cH:4][c:5]([S:12](=[O:13])(=[O:14])[N:15]2[CH:16]([CH3:32])[CH2:17][N:18]([c:21]3[c:22]([C:28]([F:29])([F:30])[F:31])[cH:23][c:24]([F:27])[cH:25][cH:26]3)[CH2:19][CH2:20]2)[c:6]2[cH:7][cH:8][cH:9][cH:10][c:11]12.[C:33]([CH3:34])([CH3:35])([CH3:36])[O:37][C:38](=[O:39])[N:40]1[CH2:41][CH2:42][N:43]([CH3:46])[CH2:44][CH2:45]1.[CH3:47][C:48]([CH3:49])([O-:50])[CH3:51].[CH3:53][c:54]1[cH:55][cH:56][cH:57][cH:58][cH:59]1.[Cl:60][CH2:61][Cl:62].[Na+:52]>>[c:2]1([N:43]2[CH2:42][CH2:41][N:40]([C:38]([O:37][C:33]([CH3:34])([CH3:35])[CH3:36])=[O:39])[CH2:45][CH2:44]2)[cH:3][cH:4][c:5]([S:12](=[O:13])(=[O:14])[N:15]2[CH:16]([CH3:32])[CH2:17][N:18]([c:21]3[c:22]([C:28]([F:29])([F:30])[F:31])[cH:23][c:24]([F:27])[cH:25][cH:26]3)[CH2:19][CH2:20]2)[c:6]2[cH:7][cH:8][cH:9][cH:10][c:11]12. Starting materials: CC(=O)O, O=C([O-])[O-], ClCCl, [Cs+], [Cs+], ICc1cccnc1, I, CCCc1nc2c(N)nc3cc(O)ccc3c2s1, CN(C)C=O. The product is CCCc1nc2c(N)nc3cc(OCc4cccnc4)ccc3c2s1. As a reaction SMILES: [C:1]([OH:2])(=[O:3])[CH3:4].[C:23](=[O:24])([O-:25])[O-:26].[Cl:43][CH2:44][Cl:45].[Cs+:27].[Cs+:28].[I:35][CH2:36][c:37]1[cH:38][n:39][cH:40][cH:41][cH:42]1.[IH:34].[NH2:5][c:6]1[n:7][c:8]2[cH:9][c:10]([OH:22])[cH:11][cH:12][c:13]2[c:14]2[c:15]1[n:16][c:17]([CH2:19][CH2:20][CH3:21])[s:18]2.[O:29]=[CH:30][N:31]([CH3:32])[CH3:33]>>[NH2:5][c:6]1[n:7][c:8]2[cH:9][c:10]([O:22][CH2:36][c:37]3[cH:38][n:39][cH:40][cH:41][cH:42]3)[cH:11][cH:12][c:13]2[c:14]2[c:15]1[n:16][c:17]([CH2:19][CH2:20][CH3:21])[s:18]2. Reactants: C=CCC1(c2ccc(F)cc2)CCN(C(C)c2ccc(C(=O)OC)cc2)C(=O)O1, [Li+], [OH-]. The product is C=CCC1(c2ccc(F)cc2)CCN(C(C)c2ccc(C(=O)O)cc2)C(=O)O1. RXN SMILES: [CH2:1]([CH:2]=[CH2:3])[C:4]1([c:23]2[cH:24][cH:25][c:26]([F:29])[cH:27][cH:28]2)[CH2:5][CH2:6][N:7]([CH:11]([CH3:12])[c:13]2[cH:14][cH:15][c:16]([C:17](=[O:18])[O:19][CH3:20])[cH:21][cH:22]2)[C:8](=[O:10])[O:9]1.[Li+:31].[OH-:30]>>[CH2:1]([CH:2]=[CH2:3])[C:4]1([c:23]2[cH:24][cH:25][c:26]([F:29])[cH:27][cH:28]2)[CH2:5][CH2:6][N:7]([CH:11]([CH3:12])[c:13]2[cH:14][cH:15][c:16]([C:17](=[O:18])[OH:19])[cH:21][cH:22]2)[C:8](=[O:10])[O:9]1. The reactants are C(=O)C=1C=C2C=CC(=NC2=CC1)O[C@@H]1CC[C@H](CC1)C(C)(C)C (6-formyl-2-((trans)-4-tert-butylcyclohexyloxy)quinoline), NCCC(=O)O (3-aminopropionic acid), C(#N)[BH3-].[Na+] (sodium cyanoborohydride). The product is C(C)(C)(C)[C@@H]1CC[C@H](CC1)OC1=NC2=CC=C(C=C2C=C1)CNCCC(=O)O (3-((2-((trans)-4-tert-butylcyclohexyloxy)quinolin-6-yl)methylamino)propanoic acid). Reaction SMILES: [CH:1]([C:3]1[CH:4]=[C:5]2[C:10](=[CH:11][CH:12]=1)[N:9]=[C:8]([O:13][C@H:14]1[CH2:19][CH2:18][C@H:17]([C:20]([CH3:23])([CH3:22])[CH3:21])[CH2:16][CH2:15]1)[CH:7]=[CH:6]2)=O.[NH2:24][CH2:25][CH2:26][C:27]([OH:29])=[O:28].C([BH3-])#N.[Na+]>>[C:20]([C@H:17]1[CH2:18][CH2:19][C@H:14]([O:13][C:8]2[CH:7]=[CH:6][C:5]3[C:10](=[CH:11][CH:12]=[C:3]([CH2:1][NH:24][CH2:25][CH2:26][C:27]([OH:29])=[O:28])[CH:4]=3)[N:9]=2)[CH2:15][CH2:16]1)([CH3:23])([CH3:22])[CH3:21] |f:2.3|. Procedure details: 6-bromo-2-hydroxyquinoline was treated with cis-4-tert-butylcyclohexanol under Mitsunobu conditions, affording 6-bromo-2-((trans)-4-tert-butylcyclohexyloxy)quinoline. 6-bromo-2-((trans)-4-tert-butylcyclohexyloxy)quinoline was then exposed to n-butyllithium and DMF, providing 6-formyl-2-((trans)-4-tert-butylcyclohexyloxy)quinoline. This aldehyde was then treated with 3-aminopropionic acid and sodium cyanoborohydride to afford the title compound, 3-((2-((trans)-4-tert-butylcyclohexyloxy)quinolin-6... Reaction SMILES: [Al+3:21].[CH2:1]([c:2]1[cH:3][cH:4][cH:5][cH:6][cH:7]1)[CH:8]([CH:9]=[CH:10][CH3:11])[P:12]([O:13][CH2:14][CH3:15])(=[O:16])[O:17][CH2:18][CH3:19].[ClH:26].[H-:20].[H-:23].[H-:24].[H-:25].[Li+:22].[OH2:27]>>[CH2:1]([c:2]1[cH:3][cH:4][cH:5][cH:6][cH:7]1)[CH:8]=[CH:9][CH2:10][CH3:11]. Starting materials: [Al+3], CC=CC(Cc1ccccc1)P(=O)(OCC)OCC, Cl, [H-], [H-], [H-], [H-], [Li+], O. Yields the product CCC=CCc1ccccc1. The reactants are C(C1=CC=CC=C1)N1N=C(C=2CCNCCC12)C1=CC=CC=C1 (1-Benzyl-3-phenyl-1,4,5,6,7,8-hexahydro-1,2,6-triaza-azulene), CC(=O)C (acetone). The product is C(C1=CC=CC=C1)N1N=C(C=2CCN(CCC12)C(C)C)C1=CC=CC=C1 (1-Benzyl-6-isopropyl-3-phenyl-1,4,5,6,7,8-hexahydro-1,2,6-triaza-azulene). RXN SMILES: [CH2:1]([N:8]1[C:17]2[CH2:16][CH2:15][NH:14][CH2:13][CH2:12][C:11]=2[C:10]([C:18]2[CH:23]=[CH:22][CH:21]=[CH:20][CH:19]=2)=[N:9]1)[C:2]1[CH:7]=[CH:6][CH:5]=[CH:4][CH:3]=1.[CH3:24][C:25]([CH3:27])=O>>[CH2:1]([N:8]1[C:17]2[CH2:16][CH2:15][N:14]([CH:25]([CH3:27])[CH3:24])[CH2:13][CH2:12][C:11]=2[C:10]([C:18]2[CH:23]=[CH:22][CH:21]=[CH:20][CH:19]=2)=[N:9]1)[C:2]1[CH:3]=[CH:4][CH:5]=[CH:6][CH:7]=1. Procedure: The title compound (0.03 g) was prepared from 1-benzyl-3-phenyl-1,4,5,6,7,8-hexahydro-1,2,6-triaza-azulene (Example 44, 0.07 g) and 22 μL of acetone as in Example 35. MS (ESI): exact mass calculated for C23H27N3, 345.22. found, m/z 346.3 [M+H]+. 1H NMR (500 MHz, CD3OD): 7.57-7.52 (m, 2H), 7.50-7.27 (m, 6H), 7.22-7.20 (m, 2H), 5.47 (s, 2H), 3.77-3.61 (m, 3H), 3.29-3.28 (m, 3H), 3.24-3.08 (m, 3H), 1.40 (d, J=6.0 Hz, 6H). Starting materials: [Na+], Cc1ccc(CCCC2C(=O)N(OC3CCCCO3)C2C)cc1, C1COCCO1, [OH-]. The product is Cc1ccc(CCCC(C(=O)O)C(C)NOC2CCCCO2)cc1. As a reaction SMILES: [Na+:25].[O:1]1[CH:2]([O:7][N:8]2[C:9](=[O:23])[CH:10]([CH2:13][CH2:14][CH2:15][c:16]3[cH:17][cH:18][c:19]([CH3:22])[cH:20][cH:21]3)[CH:11]2[CH3:12])[CH2:3][CH2:4][CH2:5][CH2:6]1.[O:26]1[CH2:27][CH2:28][O:29][CH2:30][CH2:31]1.[OH-:24]>>[O:1]1[CH:2]([O:7][NH:8][CH:11]([CH:10]([C:9]([OH:23])=[O:24])[CH2:13][CH2:14][CH2:15][c:16]2[cH:17][cH:18][c:19]([CH3:22])[cH:20][cH:21]2)[CH3:12])[CH2:3][CH2:4][CH2:5][CH2:6]1.